This data is from the Open Reaction Database (ORD), a public repository of structured organic reaction records. The task is: describe an organic reaction: reactants, conditions, products, and yield Reaction SMILES: [CH3:1][S:2][S:3][CH3:4].[s:5]1[c:6]([C:10](=[O:11])[OH:12])[cH:7][cH:8][cH:9]1>>[CH3:1][c:9]1[s:5][c:6]([C:10](=[O:11])[OH:12])[cH:7][cH:8]1. Starting materials: CSSC, O=C(O)c1cccs1. Yields the product Cc1ccc(C(=O)O)s1. The reactants are P(Cl)(Cl)Cl (phosphorus trichloride), C(CCC)OC(C(C)(CO)CO)=O (2,2-bis-hydroxymethylpropionic acid butyl ester), O (water), N#N (N2). Solvent: C1(=CC=CC=C1)C (toluene), C1(=CC=CC=C1)C (toluene). Reaction conditions: time 1 hour. Product: ClP1OCC(CO1)(C(=O)OCCCC)C (2-Chloro-5-methyl-5-butoxycarbonyl-1,3,2-dioxaphosphorinane). RXN SMILES: [P:1]([Cl:4])(Cl)Cl.[CH2:5]([O:9][C:10](=[O:17])[C:11]([CH2:15][OH:16])([CH2:13][OH:14])[CH3:12])[CH2:6][CH2:7][CH3:8].O.N#N>C1(C)C=CC=CC=1>[Cl:4][P:1]1[O:14][CH2:13][C:11]([CH3:12])([C:10]([O:9][CH2:5][CH2:6][CH2:7][CH3:8])=[O:17])[CH2:15][O:16]1. Procedure: 68.70 g (0.50 mol) of phosphorus trichloride in 50 ml of toluene were added dropwise with vigorous stirring, in the course of 1 hour, to a solution of 95.15 g (0.50 mol) of 2,2-bis-hydroxymethylpropionic acid butyl ester in 250 ml of toluene at 5°-10° C. The reaction mixture was subsequently stirred for 1 hour without cooling in a water-jet vacuum, during which time a gentle flow of N2 was fed in; the solvent was then distilled off in vacuo (bath temperature=50° C./15-20 mm Hg), and the residue ... Reactants: IC1=CC=C(OCCN2CCCC2)C=C1 (1-[2-(4-iodo-phenoxy)-ethyl]-pyrrolidine), ClC1=CC=C(C=C1)C=1N=NC(=CC1)C#C (3-(4-chloro-phenyl)-6-ethynyl-pyridazine). Product: ClC1=CC=C(C=C1)C=1N=NC(=CC1)C#CC1=CC=C(C=C1)OCCN1CCCC1 (3-(4-chloro-phenyl)-6-[4-(2-pyrrolidin-1-yl-ethoxy)-phenylethynyl]-pyridazine). As a reaction SMILES: I[C:2]1[CH:15]=[CH:14][C:5]([O:6][CH2:7][CH2:8][N:9]2[CH2:13][CH2:12][CH2:11][CH2:10]2)=[CH:4][CH:3]=1.[Cl:16][C:17]1[CH:22]=[CH:21][C:20]([C:23]2[N:24]=[N:25][C:26]([C:29]#[CH:30])=[CH:27][CH:28]=2)=[CH:19][CH:18]=1>>[Cl:16][C:17]1[CH:18]=[CH:19][C:20]([C:23]2[N:24]=[N:25][C:26]([C:29]#[C:30][C:2]3[CH:15]=[CH:14][C:5]([O:6][CH2:7][CH2:8][N:9]4[CH2:13][CH2:12][CH2:11][CH2:10]4)=[CH:4][CH:3]=3)=[CH:27][CH:28]=2)=[CH:21][CH:22]=1. Reported procedure: Prepared according to general working method I from 1-[2-(4-iodo-phenoxy)-ethyl]-pyrrolidine (200 mg, 0.63 mmol) and 3-(4-chloro-phenyl)-6-ethynyl-pyridazine (135 mg, 0.63 mmol). The reactants are CCO, O=C(OO)c1cccc(Cl)c1, N=c1sc2cc(OC(F)(F)F)ccc2n1CCSc1ccccc1. Yields the product N=c1sc2cc(OC(F)(F)F)ccc2n1CCS(=O)c1ccccc1. Reaction SMILES: [CH3:36][CH2:37][OH:38].[Cl:1][c:2]1[cH:3][cH:4][cH:5][c:6]([C:7]([O:8][OH:10])=[O:9])[cH:11]1.[NH:12]=[c:13]1[s:14][c:15]2[c:16]([n:17]1[CH2:18][CH2:19][S:20][c:21]1[cH:22][cH:23][cH:24][cH:25][cH:26]1)[cH:27][cH:28][c:29]([O:31][C:32]([F:33])([F:34])[F:35])[cH:30]2>>[O:9]=[S:20]([CH2:19][CH2:18][n:17]1[c:13](=[NH:12])[s:14][c:15]2[c:16]1[cH:27][cH:28][c:29]([O:31][C:32]([F:33])([F:34])[F:35])[cH:30]2)[c:21]1[cH:22][cH:23][cH:24][cH:25][cH:26]1. Reactants: aqueous solution, [OH-].[Na+] (NaOH), C1CCOC1 (THF), ClC=1C=CC(=C(C1)C=1C=CC(=NC1)C(=O)NCCC(=O)OCC)CNC1=CC=C(C=C1)C1=CC=C(C=C1)Cl (ethyl 3-(5-(5-chloro-2-(((4′-chloro-[1,1′-biphenyl]-4-yl)amino)methyl)phenyl)picolinamido)propanoate). The solvent is CO (MeOH). The product is ClC=1C=CC(=C(C1)C=1C=CC(=NC1)C(=O)NCCC(=O)O)CNC1=CC=C(C=C1)C1=CC=C(C=C1)Cl (3-(5-(5-chloro-2-(((4′-chloro-[1,1′-biphenyl]-4-yl)amino)methyl)phenyl)picolinamido)propanoic acid). RXN SMILES: [OH-].[Na+].C1COCC1.[Cl:8][C:9]1[CH:10]=[CH:11][C:12]([CH2:31][NH:32][C:33]2[CH:38]=[CH:37][C:36]([C:39]3[CH:44]=[CH:43][C:42]([Cl:45])=[CH:41][CH:40]=3)=[CH:35][CH:34]=2)=[C:13]([C:15]2[CH:16]=[CH:17][C:18]([C:21]([NH:23][CH2:24][CH2:25][C:26]([O:28]CC)=[O:27])=[O:22])=[N:19][CH:20]=2)[CH:14]=1>CO>[Cl:8][C:9]1[CH:10]=[CH:11][C:12]([CH2:31][NH:32][C:33]2[CH:38]=[CH:37][C:36]([C:39]3[CH:40]=[CH:41][C:42]([Cl:45])=[CH:43][CH:44]=3)=[CH:35][CH:34]=2)=[C:13]([C:15]2[CH:16]=[CH:17][C:18]([C:21]([NH:23][CH2:24][CH2:25][C:26]([OH:28])=[O:27])=[O:22])=[N:19][CH:20]=2)[CH:14]=1 |f:0.1|. Reported procedure: A 3M aqueous solution of NaOH (0.17 mL, 0.52 mmol) was added to a THF (1 mL) and MeOH (0.5 mL) solution of ethyl 3-(5-(5-chloro-2-(((4′-chloro-[1,1′-biphenyl]-4-yl)amino)methyl)phenyl)picolinamido)propanoate (95 mg, 0.17 mmol) and the resulting homogeneous mixture was stirred at room temperature. After 16 h the resulting mixture was concentrated in vacuo, suspended in water, and acidified with 2 M HCl. The resulting precipitate was filtered off and dried in vacuo to yield the title compound. Reactants: CCC(CC)Nc1nc(C)nc(Cl)c1[N+](=O)[O-], CS(C)=O, [O-]C1CC1, [Na+]. Product: CCC(CC)Nc1nc(C)nc(OC2CC2)c1[N+](=O)[O-]. As a reaction SMILES: [CH3:1][c:2]1[n:3][c:4]([NH:12][CH:13]([CH2:14][CH3:15])[CH2:16][CH3:17])[c:5]([N+:9](=[O:10])[O-:11])[c:6]([Cl:8])[n:7]1.[CH3:23][S:24](=[O:25])[CH3:26].[CH:18]1([O-:21])[CH2:19][CH2:20]1.[Na+:22]>>[CH3:1][c:2]1[n:3][c:4]([NH:12][CH:13]([CH2:14][CH3:15])[CH2:16][CH3:17])[c:5]([N+:9](=[O:10])[O-:11])[c:6]([O:21][CH:18]2[CH2:19][CH2:20]2)[n:7]1. The reactants are [H-].[Na+] (NaH), BrC=1C=C(C=C(C1)NC=1C=NC=CC1)O (3-Bromo-5-(pyridin-3-ylamino)-phenol), [Si](C1=CC=CC=C1)(C1=CC=CC=C1)(C(C)(C)C)Cl (TBDPS-chloride). Solvent: C(C)(C)(C)OC (tert-butylmethyl ether), CN(C)C=O (DMF). Run at temperature 0 celsius, time 15 minute. The product is BrC=1C=C(C=C(C1)O[Si](C1=CC=CC=C1)(C1=CC=CC=C1)C(C)(C)C)NC=1C=NC=CC1 ([3-Bromo-5-(tert-butyl-diphenyl-silanyloxy)-phenyl]-pyridin-3-yl-amine). Yield: 96.1%. As a reaction SMILES: [Br:1][C:2]1[CH:3]=[C:4]([OH:15])[CH:5]=[C:6]([NH:8][C:9]2[CH:10]=[N:11][CH:12]=[CH:13][CH:14]=2)[CH:7]=1.[H-].[Na+].[Si:18](Cl)([C:31]([CH3:34])([CH3:33])[CH3:32])([C:25]1[CH:30]=[CH:29][CH:28]=[CH:27][CH:26]=1)[C:19]1[CH:24]=[CH:23][CH:22]=[CH:21][CH:20]=1>CN(C=O)C.C(OC)(C)(C)C>[Br:1][C:2]1[CH:7]=[C:6]([NH:8][C:9]2[CH:10]=[N:11][CH:12]=[CH:13][CH:14]=2)[CH:5]=[C:4]([O:15][Si:18]([C:31]([CH3:34])([CH3:33])[CH3:32])([C:25]2[CH:26]=[CH:27][CH:28]=[CH:29][CH:30]=2)[C:19]2[CH:24]=[CH:23][CH:22]=[CH:21][CH:20]=2)[CH:3]=1 |f:1.2|. Procedure details: 3-Bromo-5-(pyridin-3-ylamino)-phenol (11.62 g, 43.83 mmol) was dissolved in DMF (115 mL) under dry argon and cooled to 0° C. Then 60% NaH (1.93 g, 48.21 mmol) was added in small portions over a period of 45 min. Stirring was continued for 15 min, followed by drop wise addition of TBDPS-chloride (11.2 mL, 43.83 mmol). The mixture was warmed to room temperature and stirred for 20 h. The reaction mixture was diluted with tert-butylmethyl ether (200 mL) and washed with water and brine (2×50 mL each)... The reactants are CC(C)[Mg+], [Cl-], [Cl-], ClCCl, Oc1cc(F)c2c(c1)OCCO2, [NH4+], C1CCOC1, O=C1C(=O)N(C(c2ccccc2)c2ccccc2)c2ccccc21. Yields the product O=C1N(C(c2ccccc2)c2ccccc2)c2ccccc2C1(O)c1c(O)cc2c(c1F)OCCO2. Reaction SMILES: [CH:14]([Mg+:15])([CH3:16])[CH3:17].[Cl-:13].[Cl-:42].[Cl:44][CH2:45][Cl:46].[F:1][c:2]1[cH:3][c:4]([OH:12])[cH:5][c:6]2[c:7]1[O:8][CH2:9][CH2:10][O:11]2.[NH4+:43].[O:47]1[CH2:48][CH2:49][CH2:50][CH2:51]1.[c:18]1([CH:24]([N:25]2[C:26](=[O:35])[C:27](=[O:34])[c:28]3[cH:29][cH:30][cH:31][cH:32][c:33]32)[c:36]2[cH:37][cH:38][cH:39][cH:40][cH:41]2)[cH:19][cH:20][cH:21][cH:22][cH:23]1>>[F:1][c:2]1[c:3]([C:27]2([OH:34])[C:26](=[O:35])[N:25]([CH:24]([c:18]3[cH:19][cH:20][cH:21][cH:22][cH:23]3)[c:36]3[cH:37][cH:38][cH:39][cH:40][cH:41]3)[c:33]3[c:28]2[cH:29][cH:30][cH:31][cH:32]3)[c:4]([OH:12])[cH:5][c:6]2[c:7]1[O:8][CH2:9][CH2:10][O:11]2. The reactants are C1=CC=CC=2C3=CC=CC=C3C(C12)C(=O)OCC (ethyl 9-fluorene carboxylate), NCCN1CCCC1 (2-amino-ethyl pyrrolidine), C(Cl)Cl (methylene chloride). Reaction conditions: temperature 150 celsius. Yields the product Cl.N1(CCCC1)CCNC(=O)C1C2=CC=CC=C2C=2C=CC=CC12 (N(2'-pyrrolidino-ethyl)-9-fluorene-carboxamide hydrochloride). RXN SMILES: [CH:1]1[C:13]2[CH:12]([C:14](OCC)=[O:15])[C:11]3[C:6](=[CH:7][CH:8]=[CH:9][CH:10]=3)[C:5]=2[CH:4]=[CH:3][CH:2]=1.[NH2:19][CH2:20][CH2:21][N:22]1[CH2:26][CH2:25][CH2:24][CH2:23]1.C(Cl)[Cl:28]>>[ClH:28].[N:22]1([CH2:21][CH2:20][NH:19][C:14]([CH:12]2[C:13]3[CH:1]=[CH:2][CH:3]=[CH:4][C:5]=3[C:6]3[C:11]2=[CH:10][CH:9]=[CH:8][CH:7]=3)=[O:15])[CH2:26][CH2:25][CH2:24][CH2:23]1 |f:3.4|. Procedure: One mol (238 g) of ethyl 9-fluorene carboxylate is treated with 1.6 mol of 2-amino-ethyl pyrrolidine. Heated for 2 hours at 150° C., the ethanol distills over as it is formed. The reaction mass obtained is dissolved in methylene chloride, washed three times with water, dried, filtered and distilled to dryness. Starting materials: CC(C)([O-])C.[K+] (potassium tert-butoxide), [I-].C[S+](=O)(C)C (trimethylsulfoxonium iodide), O1C(OCCC1)C1=CC(=C(C=C1)C=1SC2=C(C=NC(=C2)C(=C)C2=CC=CC=C2)N1)F (2-(4-(1,3-dioxan-2-yl)-2-fluorophenyl)-6-(1-phenylvinyl)thiazolo[4,5-c]pyridine). The solvent is CS(=O)C (DMSO), C1CCOC1 (THF). Run at time 4 hour. The product is O1C(OCCC1)C1=CC(=C(C=C1)C=1SC2=C(C=NC(=C2)C2(CC2)C2=CC=CC=C2)N1)F (2-(4-(1,3-dioxan-2-yl)-2-fluorophenyl)-6-(1-phenylcyclopropyl)thiazolo[4,5-c]pyridine). Reaction SMILES: [CH3:1]C(C)([O-])C.[K+].[I-].C[S+](C)(C)=O.[O:13]1[CH2:18][CH2:17][CH2:16][O:15][CH:14]1[C:19]1[CH:24]=[CH:23][C:22]([C:25]2[S:26][C:27]3[CH:32]=[C:31]([C:33]([C:35]4[CH:40]=[CH:39][CH:38]=[CH:37][CH:36]=4)=[CH2:34])[N:30]=[CH:29][C:28]=3[N:41]=2)=[C:21]([F:42])[CH:20]=1>CS(C)=O.C1COCC1>[O:15]1[CH2:16][CH2:17][CH2:18][O:13][CH:14]1[C:19]1[CH:24]=[CH:23][C:22]([C:25]2[S:26][C:27]3[CH:32]=[C:31]([C:33]4([C:35]5[CH:36]=[CH:37][CH:38]=[CH:39][CH:40]=5)[CH2:1][CH2:34]4)[N:30]=[CH:29][C:28]=3[N:41]=2)=[C:21]([F:42])[CH:20]=1 |f:0.1,2.3|. Procedure details: To a clear solution of potassium tert-butoxide (0.201 g, 1.79 mmol) and trimethylsulfoxonium iodide (0.394 g, 1.79 mmol) in 5 mL DMSO was added a cloudy mixture of 2-(4-(1,3-dioxan-2-yl)-2-fluorophenyl)-6-(1-phenylvinyl)thiazolo[4,5-c]pyridine (0.500 g, 1.19 mmol) in 20 mL THF rapidly. After 4 h, the reaction mixture was partitioned between EA and sat'd aq NH4Cl, and the organic layer was washed with water, brine, dried over sodium sulfate, filtered, and concentrated in vacuo. The resulting mate...